The task is: describe an organic reaction: reactants, conditions, products, and yield. This data is from the Open Reaction Database (ORD), a public repository of structured organic reaction records. Conditions: temperature 65 celsius. The solvent is CCOC(=O)C (EtOAc), O (water), CN(C)C=O (DMF). Product: OCC[C@H]1[C@H](C1)C1CCN(CC1)C1=NC=C(C=N1)C(C)(C)O (2-(2-{4-[(1R,2S)-2-(2-hydroxyethyl)cyclopropyl]piperidin-1-yl}pyrimidin-5-yl)propan-2-ol). Procedure details: 2-((1S,2R)-2-(piperidin-4-yl)cyclopropyl)ethanol (810 mg, 4.79 mmol) and 2-(2-chloropyrimidin-5-yl)propan-2-ol (991 mg, 5.74 mmol) were dissolved in 12 mL of DMF, to which was added cesium carbonate (2.0 g, 6.20 mmol). The mixture was heated at 65° C. overnight. The mixture was cooled to rt, diluted with 20 mL of EtOAc and 20 mL of water. The layers were separated and the aqueous phase extracted with EtOAc (20 mL×2). The combined organic layers were dried over MgSO4, filtered, and concentrated u... Starting materials: N1CCC(CC1)[C@@H]1[C@@H](C1)CCO (2-((1S,2R)-2-(piperidin-4-yl)cyclopropyl)ethanol), ClC1=NC=C(C=N1)C(C)(C)O (2-(2-chloropyrimidin-5-yl)propan-2-ol), C([O-])([O-])=O.[Cs+].[Cs+] (cesium carbonate). As a reaction SMILES: [NH:1]1[CH2:6][CH2:5][CH:4]([C@H:7]2[CH2:9][C@H:8]2[CH2:10][CH2:11][OH:12])[CH2:3][CH2:2]1.Cl[C:14]1[N:19]=[CH:18][C:17]([C:20]([OH:23])([CH3:22])[CH3:21])=[CH:16][N:15]=1.C(=O)([O-])[O-].[Cs+].[Cs+]>CN(C=O)C.CCOC(C)=O.O>[OH:12][CH2:11][CH2:10][C@@H:8]1[CH2:9][C@@H:7]1[CH:4]1[CH2:5][CH2:6][N:1]([C:14]2[N:19]=[CH:18][C:17]([C:20]([OH:23])([CH3:22])[CH3:21])=[CH:16][N:15]=2)[CH2:2][CH2:3]1 |f:2.3.4|. RXN SMILES: [Cl:1][C:2]1[CH:7]=[CH:6][C:5]([C:8]2([CH2:35][CH3:36])[CH:12]([C:13]3[CH:18]=[CH:17][C:16]([Cl:19])=[CH:15][CH:14]=3)[N:11]([C:20](Cl)=[O:21])[C:10]([C:23]3[CH:28]=[CH:27][C:26]([O:29][CH3:30])=[CH:25][C:24]=3[O:31][CH:32]([CH3:34])[CH3:33])=[N:9]2)=[CH:4][CH:3]=1.[CH3:37][N:38]([CH3:47])[C:39]([N:41]1[CH2:46][CH2:45][NH:44][CH2:43][CH2:42]1)=[O:40]>>[CH3:37][N:38]([CH3:47])[C:39]([N:41]1[CH2:42][CH2:43][N:44]([C:20]([N:11]2[C@H:12]([C:13]3[CH:18]=[CH:17][C:16]([Cl:19])=[CH:15][CH:14]=3)[C@@:8]([C:5]3[CH:6]=[CH:7][C:2]([Cl:1])=[CH:3][CH:4]=3)([CH2:35][CH3:36])[N:9]=[C:10]2[C:23]2[CH:28]=[CH:27][C:26]([O:29][CH3:30])=[CH:25][C:24]=2[O:31][CH:32]([CH3:33])[CH3:34])=[O:21])[CH2:45][CH2:46]1)=[O:40]. Procedure: In a manner analogous to the method described in example 5, rac-(4S*,5R*)-4,5-bis-(4-chloro-phenyl)-4-ethyl-2-(2-isopropoxy-4-methoxy-phenyl)-4,5-dihydro-imidazole-1-carbonyl chloride was reacted with piperazine-1-carboxylic acid dimethylamide (Aldrich) to give the title compound. LC-MS: 666.3 [(M+H)+] Yields the product CN(C(=O)N1CCN(CC1)C(=O)N1C(=N[C@@]([C@H]1C1=CC=C(C=C1)Cl)(CC)C1=CC=C(C=C1)Cl)C1=C(C=C(C=C1)OC)OC(C)C)C (rac-4-[(4S*,5R*)-4,5-Bis-(4-chloro-phenyl)-4-ethyl-2-(2-isopropoxy-4-methoxy-phenyl)-4,5-dihydro-imidazole-1-carbonyl]-piperazine-1-carboxylic acid dimethylamide). Reactants: ClC1=CC=C(C=C1)C1(N=C(N(C1C1=CC=C(C=C1)Cl)C(=O)Cl)C1=C(C=C(C=C1)OC)OC(C)C)CC (rac-(4S*,5R*)-4,5-bis-(4-chloro-phenyl)-4-ethyl-2-(2-isopropoxy-4-methoxy-phenyl)-4,5-dihydro-imidazole-1-carbonyl chloride), CN(C(=O)N1CCNCC1)C (piperazine-1-carboxylic acid dimethylamide). The reactants are C(C)(C)(C)OC(C1=CC=C(C=C1)NC(C1=CC(=CC=C1)C=1N=C(C2=C(N1)SC=N2)NC2=CC(=C(C=C2)OC)OC)=O)=O (tert-Butyl-4-(3-(7-(3,4-dimethoxyphenylamino)thiazolo[5,4-d]pyrimidin-5-yl)benzamido)benzoate), C(=O)(C(F)(F)F)O (TFA). As a reaction SMILES: C([O:5][C:6](=[O:42])[C:7]1[CH:12]=[CH:11][C:10]([NH:13][C:14](=[O:41])[C:15]2[CH:20]=[CH:19][CH:18]=[C:17]([C:21]3[N:22]=[C:23]([NH:30][C:31]4[CH:36]=[CH:35][C:34]([O:37][CH3:38])=[C:33]([O:39][CH3:40])[CH:32]=4)[C:24]4[N:29]=[CH:28][S:27][C:25]=4[N:26]=3)[CH:16]=2)=[CH:9][CH:8]=1)(C)(C)C.C(O)(C(F)(F)F)=O>C(Cl)Cl>[CH3:40][O:39][C:33]1[CH:32]=[C:31]([NH:30][C:23]2[C:24]3[N:29]=[CH:28][S:27][C:25]=3[N:26]=[C:21]([C:17]3[CH:16]=[C:15]([CH:20]=[CH:19][CH:18]=3)[C:14]([NH:13][C:10]3[CH:11]=[CH:12][C:7]([C:6]([OH:42])=[O:5])=[CH:8][CH:9]=3)=[O:41])[N:22]=2)[CH:36]=[CH:35][C:34]=1[O:37][CH3:38]. The solvent is C(Cl)Cl (DCM). Isolated yield 66.5%. Reported procedure: tert-Butyl-4-(3-(7-(3,4-dimethoxyphenylamino)thiazolo[5,4-d]pyrimidin-5-yl)benzamido)benzoate (45 mg, 0.077 mmol) in 10 mL of DCM was treated with TFA (2 mL) dropwise. The resulting yellow solution was stirred at ambient temperature overnight. The excess of solvent was removed under reduced pressure, the residue was triturated with n-hexane decanted, and dried to give 4-(3-(7-(3,4-dimethoxyphenylamino)thiazolo[5,4-d]pyrimidin-5-yl)benzamido)benzoic acid (27 mg, 66.4%). 1H NMR (300 MHz, DMSO): δ ... Conditions: time 8 hour. Yields the product COC=1C=C(C=CC1OC)NC=1C2=C(N=C(N1)C=1C=C(C(=O)NC3=CC=C(C(=O)O)C=C3)C=CC1)SC=N2 (4-(3-(7-(3,4-dimethoxyphenylamino)thiazolo[5,4-d]pyrimidin-5-yl)benzamido)benzoic acid). The reactants are NC1[C@@H]2N(C(=C(CS2)C=CC2=C(N=CS2)C)C(=O)OCC2=CC=C(C=C2)OC)C1=O (p-Methoxybenzyl 7-amino-3-[2-(4-methylthiazol-5-yl)vinyl]-3-cephem-4-carboxylate), C(C1=CC=CC=C1)(C1=CC=CC=C1)(C1=CC=CC=C1)NC=1SC=C(N1)C(C(=O)O)=NOC (2-(tritylaminothiazol-4-yl)-2-methoxyiminoacetic acid). Product: COC1=CC=C(COC(=O)C2=C(CS[C@H]3N2C(C3NC(C(C=3N=C(SC3)NC(C3=CC=CC=C3)(C3=CC=CC=C3)C3=CC=CC=C3)=NOC)=O)=O)C=CC3=C(N=CS3)C)C=C1 (7-[2-methoxyimino-2-(2-tritylaminothiazol-4-yl)acetamido]-3-[2-(4-methylthiazol-5-yl)vinyl]-3-cephem-4-carboxylic acid p-methoxybenzyl ester). Isolated yield 72.0%. Reaction SMILES: [NH2:1][CH:2]1[C:29](=[O:30])[N:4]2[C:5]([C:17]([O:19][CH2:20][C:21]3[CH:26]=[CH:25][C:24]([O:27][CH3:28])=[CH:23][CH:22]=3)=[O:18])=[C:6]([CH:9]=[CH:10][C:11]3[S:15][CH:14]=[N:13][C:12]=3[CH3:16])[CH2:7][S:8][C@H:3]12.[C:31]([NH:50][C:51]1[S:52][CH:53]=[C:54]([C:56](=[N:60][O:61][CH3:62])[C:57](O)=[O:58])[N:55]=1)([C:44]1[CH:49]=[CH:48][CH:47]=[CH:46][CH:45]=1)([C:38]1[CH:43]=[CH:42][CH:41]=[CH:40][CH:39]=1)[C:32]1[CH:37]=[CH:36][CH:35]=[CH:34][CH:33]=1>>[CH3:28][O:27][C:24]1[CH:23]=[CH:22][C:21]([CH2:20][O:19][C:17]([C:5]2[N:4]3[C:29](=[O:30])[CH:2]([NH:1][C:57](=[O:58])[C:56](=[N:60][O:61][CH3:62])[C:54]4[N:55]=[C:51]([NH:50][C:31]([C:38]5[CH:39]=[CH:40][CH:41]=[CH:42][CH:43]=5)([C:44]5[CH:49]=[CH:48][CH:47]=[CH:46][CH:45]=5)[C:32]5[CH:33]=[CH:34][CH:35]=[CH:36][CH:37]=5)[S:52][CH:53]=4)[C@H:3]3[S:8][CH2:7][C:6]=2[CH:9]=[CH:10][C:11]2[S:15][CH:14]=[N:13][C:12]=2[CH3:16])=[O:18])=[CH:26][CH:25]=1. Procedure: p-Methoxybenzyl 7-amino-3-[2-(4-methylthiazol-5-yl)vinyl]-3-cephem-4-carboxylate (trans-isomer) as prepared by the method of Reference Example 2 as above and 2-(tritylaminothiazol-4-yl)-2-methoxyiminoacetic acid (syn-isomer) were reacted with each other and the reaction product was processed in the same manner as in Example 1 to give the titled compound in a yield of 72%.